Dataset: the Open Reaction Database (ORD), a public repository of structured organic reaction records. Task: describe an organic reaction: reactants, conditions, products, and yield The reactants are CC[C@H]1C[C@H]2C[C@@H]3[C@H]1N(C2)CCC4=C3NC5=C4C=CC=C5 (ibogamine), CC[C@H]1C[C@H]2C[C@@H]3[C@H]1N(C2)CCC4=C3NC5=C4C=CC=C5 (Ibogamine), C1(C)=NCCC=2C3=CC=C(OC)C=C3NC12 (harmaline), CC[C@H]1C[C@H]2C[C@@]3([C@H]1N(C2)CCC4=C3NC5=C4C=CC=C5)C(=O)OC (coronaridine), COCC[C@H]1CC2C[C@@]3([C@H]1N(C2)CCC4=C3NC5=C4C=CC=C5)C(=O)OC (18-methoxycoronaridine). Product: CC[C@H]1C[C@H]2C[C@@H]3[C@H]1N(C2)CCC4=C3NC5=C4C=C(C=C5)OC (ibogaine). As a reaction SMILES: [CH3:1][CH2:2][C@@H:3]1[C@@H:8]2[N:9]3[CH2:11][CH2:12][C:13]4[C:17]5[CH:18]=[CH:19][CH:20]=[CH:21][C:16]=5[NH:15][C:14]=4[C@@H:7]2[CH2:6][C@@H:5]([CH2:10]3)[CH2:4]1.C1(C2NC3C(=CC=[C:31](C=3)[O:32]C)C=2CCN=1)C.COCC[C@@H]1[C@@H]2N3CCC4C5C=CC=CC=5NC=4[C@]2(C(OC)=O)CC(C3)C1.CC[C@@H]1[C@@H]2N3CCC4C5C=CC=CC=5NC=4[C@]2(C(OC)=O)C[C@@H](C3)C1>>[CH3:1][CH2:2][C@@H:3]1[C@@H:8]2[N:9]3[CH2:11][CH2:12][C:13]4[C:17]5[CH:18]=[C:19]([O:32][CH3:31])[CH:20]=[CH:21][C:16]=5[NH:15][C:14]=4[C@@H:7]2[CH2:6][C@@H:5]([CH2:10]3)[CH2:4]1. Procedure: Ibogamine (20-40 mg/kg), harmaline (10-40 mg/kg) and desethycoronaridine (10-40 mg/kg) were obviously tremorigenic for 3-4 h and no attempt was made to compare these drugs quantitatively. However, visual observations and videotape recordings of 18-methoxycoronaridine (40 mg/kg) and both R- and S-enantiomers of both ibogamine (40 mg/kg) and coronaridine (40 mg/kg) indicated very little if any tremorigenic activity. The effects of these latter drugs were therefore assessed using the automated test... Starting materials: BrC1=CC=2CC3=CC=CC=C3C2C=C1 (2-bromofluorene), C(CCCCCC)Br (heptylbromide), [K].C(C)(C)(C)OC(C)(C)C (potassium tert.-butyl oxide). The product is BrC1=CC=2C(C3=CC=CC=C3C2C=C1)(CCCCCCC)CCCCCCC (2-bromo-9,9-diheptylfluorene). RXN SMILES: [Br:1][C:2]1[CH:14]=[CH:13][C:12]2[C:11]3[C:6](=[CH:7][CH:8]=[CH:9][CH:10]=3)[CH2:5][C:4]=2[CH:3]=1.[CH2:15](Br)[CH2:16][CH2:17][CH2:18][CH2:19][CH2:20][CH3:21].[K].C(O[C:29]([CH3:32])([CH3:31])C)(C)(C)C>>[Br:1][C:2]1[CH:14]=[CH:13][C:12]2[C:11]3[C:6](=[CH:7][CH:8]=[CH:9][CH:10]=3)[C:5]([CH2:14][CH2:2][CH2:3][CH2:4][CH2:32][CH2:29][CH3:31])([CH2:15][CH2:16][CH2:17][CH2:18][CH2:19][CH2:20][CH3:21])[C:4]=2[CH:3]=1 |f:2.3,^1:22|. Procedure: 2-bromo-9,9-diheptylfluorene (mp: 32° C.) is synthesized in this manner, for example, from 2-bromofluorene and heptylbromide in the presence of potassium-tert.-butyl oxide. The reactants are NC1=CC(=C(C(=O)NC[C@H]2CN(CCO2)CC2CCNCC2)C=C1Cl)OCC ((S)-4-amino-5-chloro-2-ethoxy-N-[[4-(4-piperidinylmethyl)-2-morpholinyl]methyl]benzamide), ClC(=O)OC(Cl)(Cl)Cl (trichloromethyl chloroformate), Cl.CONC (O,N-dimethylhydroxyamine hydrochloride), TEA. Run in C(Cl)Cl (methylene chloride), C(Cl)Cl (methylene chloride). Run at time 1 hour. Product: NC1=CC(=C(C(=O)NC[C@H]2CN(CCO2)CC2CCN(CC2)C(N(C)OC)=O)C=C1Cl)OCC ((S)-4-amino-5-chloro-2-ethoxy-N-[{4-[(1-(N-methoxy-N-methylcarbamoyl)-4-piperidinyl)methyl]-2-morpholinyl}methyl]benzamide). RXN SMILES: ClC([O:4][C:5](Cl)(Cl)Cl)=O.Cl.[CH3:10][O:11][NH:12][CH3:13].[NH2:14][C:15]1[C:37]([Cl:38])=[CH:36][C:18]([C:19]([NH:21][CH2:22][C@@H:23]2[O:28][CH2:27][CH2:26][N:25]([CH2:29][CH:30]3[CH2:35][CH2:34][NH:33][CH2:32][CH2:31]3)[CH2:24]2)=[O:20])=[C:17]([O:39][CH2:40][CH3:41])[CH:16]=1>C(Cl)Cl>[NH2:14][C:15]1[C:37]([Cl:38])=[CH:36][C:18]([C:19]([NH:21][CH2:22][C@@H:23]2[O:28][CH2:27][CH2:26][N:25]([CH2:29][CH:30]3[CH2:31][CH2:32][N:33]([C:5](=[O:4])[N:12]([O:11][CH3:10])[CH3:13])[CH2:34][CH2:35]3)[CH2:24]2)=[O:20])=[C:17]([O:39][CH2:40][CH3:41])[CH:16]=1 |f:1.2|. Procedure details: To a suspension of trichloromethyl chloroformate (0.15 ml) and O,N-dimethylhydroxyamine hydrochloride (0.24 g) in methylene chloride (10 ml) was added TEA (1.02 ml) at room temperature, and the mixture was stirred for 1 hour. The suspension was added dropwise to a solution of (S)-4-amino-5-chloro-2-ethoxy-N-[[4-(4-piperidinylmethyl)-2-morpholinyl]methyl]benzamide (Example 26) (1.0 g) in methylene chloride (10 ml) under ice cooling. After completion of addition, the internal temperature of the re... Starting materials: C(Cl)Cl (DCM), NCC(CO)(C)C (3-Amino-2,2-dimethyl-propan-1-ol), CCN(C(C)C)C(C)C (DIEA), ClC1=CC=C(C=C1)C(=O)NCC1=CC=C(S1)S(=O)(=O)Cl (5-({[1-(4-Chloro-phenyl)-methanoyl]-amino}-methyl)-thiophene-2-sulfonyl chloride). Solvent: CN(C)C=O (DMF), CN(C)C=O (DMF). Reaction conditions: time 12 hour. The product is ClC1=CC=C(C(=O)NCC=2SC(=CC2)S(NCC(CO)(C)C)(=O)=O)C=C1 (4-Chloro-N-[5-(3-hydroxy-2,2-dimethyl-propylsulfamoyl)-thiophen-2-ylmethyl]-benzamide). Reaction SMILES: [NH2:1][CH2:2][C:3]([CH3:7])([CH3:6])[CH2:4][OH:5].CCN(C(C)C)C(C)C.[Cl:17][C:18]1[CH:23]=[CH:22][C:21]([C:24]([NH:26][CH2:27][C:28]2[S:32][C:31]([S:33](Cl)(=[O:35])=[O:34])=[CH:30][CH:29]=2)=[O:25])=[CH:20][CH:19]=1.C(Cl)Cl>CN(C=O)C>[Cl:17][C:18]1[CH:19]=[CH:20][C:21]([C:24]([NH:26][CH2:27][C:28]2[S:32][C:31]([S:33](=[O:35])(=[O:34])[NH:1][CH2:2][C:3]([CH3:7])([CH3:6])[CH2:4][OH:5])=[CH:30][CH:29]=2)=[O:25])=[CH:22][CH:23]=1. Procedure: To a stirred solution of 2 equivalents of 3-Amino-2,2-dimethyl-propan-1-ol (1.0 g, 10 mmol) in DMF in the presence of 2 equivalents of DIEA (1.7 ml, 10 mMol) is added a solution of sulfonylchloride (1b) (1.75 g, 5 mMol, 1 equivalent) in DMF. The reaction mixture is stirred for 12 h at room temperature. DCM is added and any excess of amine is extracted into 0.1N HCl solution. The organic phase is washed with brine and dried over MgSO4. 4-Chloro-N-[5-(3-hydroxy-2,2-dimethyl-propylsulfamoyl)-thioph... Starting materials: C1CCOC1, CCO, CS(C)=O, C[S+](C)(C)=O, O=Cc1ccc(OC(F)(F)F)cc1, [I-]. The product is FC(F)(F)Oc1ccc(C2CO2)cc1. RXN SMILES: [CH2:27]1[O:28][CH2:29][CH2:30][CH2:31]1.[CH3:20][CH2:21][OH:22].[CH3:23][S:24]([CH3:25])=[O:26].[CH3:2][S+:3]([CH3:4])([CH3:5])=[O:6].[F:7][C:8]([O:9][c:10]1[cH:11][cH:12][c:13]([CH:14]=[O:15])[cH:16][cH:17]1)([F:18])[F:19].[I-:1]>>[F:7][C:8]([O:9][c:10]1[cH:11][cH:12][c:13]([CH:14]2[O:15][CH2:20]2)[cH:16][cH:17]1)([F:18])[F:19]. The reactants are [BH4-].[Na+] (Sodium borohydride), C(\C=C/C(=O)O)(=O)O (maleic acid), ClC1=CC=C(C=C1)C1(CCC1)C(CC(C)(C)O)=NO (1-[1-(4-chlorophenyl)cyclobutyl]-3-hydroxy-3-methylbutan-1-one oxime), O (water). Reagents/catalysts: O[Mo](=O)(=O)O (molybdic acid). The solvent is CCOCC (ether), CO (methanol), CCOCC (ether). Conditions: temperature 0 celsius. Yields the product C(\C=C/C(=O)O)(=O)O.NC(CC(C)(O)C)C1(CCC1)C1=CC=C(C=C1)Cl (4-amino-4-[1-(4-chlorophenyl)cyclobutyl]-2-methylbutan-2-ol maleate). RXN SMILES: [Cl:1][C:2]1[CH:7]=[CH:6][C:5]([C:8]2([C:12](=[N:18]O)[CH2:13][C:14]([OH:17])([CH3:16])[CH3:15])[CH2:11][CH2:10][CH2:9]2)=[CH:4][CH:3]=1.[BH4-].[Na+].O.[C:23]([OH:30])(=[O:29])/[CH:24]=[CH:25]\[C:26]([OH:28])=[O:27]>CO.CCOCC.O[Mo](O)(=O)=O>[C:23]([OH:30])(=[O:29])/[CH:24]=[CH:25]\[C:26]([OH:28])=[O:27].[NH2:18][CH:12]([C:8]1([C:5]2[CH:6]=[CH:7][C:2]([Cl:1])=[CH:3][CH:4]=2)[CH2:9][CH2:10][CH2:11]1)[CH2:13][C:14]([CH3:16])([OH:17])[CH3:15] |f:1.2,8.9|. Procedure details: A solution of 1-[1-(4-chlorophenyl)cyclobutyl]-3-hydroxy-3-methylbutan-1-one oxime (2 g) in methanol (70 ml) was cooled to -10° C. and molybdic acid (1.67 g) added with stirring. Sodium borohydride (2.7 g) was added portionwise. The temperature of the reaction mixture was maintained at 0° C. for 21/2 hours and then water (200 ml) was added. The reaction mixture was extracted with ether, the extract filtered, and the filtrate washed with water and dried. Removal of the solvents yielded an oil whi... Reactants: C, CCOC(=O)C=Cc1ccc(OCC2=CC3(CCCC3)CCC2)c(OC(C)=O)c1, CCOC(C)=O, [H][H], [Pd], c1ccc(Sc2ccccc2)cc1. Yields the product CCOC(=O)CCc1ccc(OCC2=CC3(CCCC3)CCC2)c(OC(C)=O)c1. As a reaction SMILES: [C:51].[CH2:1]([CH3:2])[O:3][C:4]([CH:5]=[CH:6][c:7]1[cH:8][c:9]([O:25][C:26]([CH3:27])=[O:28])[c:10]([O:13][CH2:14][C:15]2=[CH:16][C:17]3([CH2:18][CH2:19][CH2:20][CH2:21]3)[CH2:22][CH2:23][CH2:24]2)[cH:11][cH:12]1)=[O:29].[CH3:45][CH2:46][O:47][C:48](=[O:49])[CH3:50].[H:43][H:44].[Pd:52].[S:30]([c:31]1[cH:32][cH:33][cH:34][cH:35][cH:36]1)[c:37]1[cH:38][cH:39][cH:40][cH:41][cH:42]1>>[CH2:1]([CH3:2])[O:3][C:4]([CH2:5][CH2:6][c:7]1[cH:8][c:9]([O:25][C:26]([CH3:27])=[O:28])[c:10]([O:13][CH2:14][C:15]2=[CH:16][C:17]3([CH2:18][CH2:19][CH2:20][CH2:21]3)[CH2:22][CH2:23][CH2:24]2)[cH:11][cH:12]1)=[O:29]. Starting materials: C(C)(=O)OCCOC=1C=C(C(=O)N)C=CC1 (3-(2-Acetoxyethoxy)benzamide), OC(COC=1C=C(C(=O)N)C=CC1)CO (3-(2,3-dihydroxy-n-propoxy)benzamide), CN(C)CC(COC=1C=C(C(=O)N)C=CC1)O (3-(3-(N,N-dimethylamino)-2-hydroxy-n-propoxy)benzamide), O1CCN(CC1)CC(COC=1C=C(C(=O)N)C=CC1)O (3-(3-morpholino-2-hydroxy-n-propoxy)benzamide), COCC(COC=1C=C(C(=O)N)C=CC1)O (3-(3-methoxy-2-hydroxy-n-propoxy)benzamide), C(C)SCC(COC=1C=C(C(=O)N)C=CC1)O (3-(3-ethylthio-2-hydroxy-n-propoxy)benzamide), CNC (dimethylamine), N1CCOCC1 (morpholine), C(C)S (ethyl mercaptan). Solvent: CO (methanol). The product is OCCOC=1C=C(C(=O)N)C=CC1 (3-(2-Hydroxyethoxy)benzamide). RXN SMILES: C([O:4][CH2:5][CH2:6][O:7][C:8]1[CH:9]=[C:10]([CH:14]=[CH:15][CH:16]=1)[C:11]([NH2:13])=[O:12])(=O)C.CNC.N1CCOCC1.C(S)C.OC(CO)COC1C=C(C=CC=1)C(N)=O.CN(CC(O)COC1C=C(C=CC=1)C(N)=O)C.O1CCN(CC(O)COC2C=C(C=CC=2)C(N)=O)CC1.COCC(O)COC1C=C(C=CC=1)C(N)=O.C(SCC(O)COC1C=C(C=CC=1)C(N)=O)C>CO>[OH:4][CH2:5][CH2:6][O:7][C:8]1[CH:9]=[C:10]([CH:14]=[CH:15][CH:16]=1)[C:11]([NH2:13])=[O:12]. Reported procedure: In an analogous manner, but effecting lysis of the epoxide ring in the 3-(2,3-epoxy-n-propoxy)benzamide of Example 3, B, using aqueous solution, dimethylamine, morpholine, methanol, or ethyl mercaptan, the corresponding compounds of the invention--3-(2,3-dihydroxy-n-propoxy)benzamide, 3-(3-(N,N-dimethylamino)-2-hydroxy-n-propoxy)benzamide, 3-(3-morpholino-2-hydroxy-n-propoxy)benzamide, 3-(3-methoxy-2-hydroxy-n-propoxy)benzamide, and 3-(3-ethylthio-2-hydroxy-n-propoxy)benzamide--are prepared.